This data is from the Open Reaction Database (ORD), a public repository of structured organic reaction records. The task is: describe an organic reaction: reactants, conditions, products, and yield Reaction SMILES: Br[C:2]1[CH:11]=[CH:10][CH:9]=[C:8]2[C:3]=1[CH:4]=[CH:5][CH:6]=[C:7]2[CH2:12][C:13]([NH:15][C:16]1[CH:21]=[CH:20][C:19]([O:22][CH3:23])=[C:18]([N:24]2[CH2:29][CH2:28][N:27]([CH3:30])[CH2:26][CH2:25]2)[CH:17]=1)=[O:14].[CH3:31][C:32]1[CH:37]=[CH:36][CH:35]=[CH:34][C:33]=1B(O)O>>[CH3:23][O:22][C:19]1[CH:20]=[CH:21][C:16]([NH:15][C:13](=[O:14])[CH2:12][C:7]2[C:8]3[C:3](=[C:2]([C:33]4[CH:34]=[CH:35][CH:36]=[CH:37][C:32]=4[CH3:31])[CH:11]=[CH:10][CH:9]=3)[CH:4]=[CH:5][CH:6]=2)=[CH:17][C:18]=1[N:24]1[CH2:25][CH2:26][N:27]([CH3:30])[CH2:28][CH2:29]1. Product: COC1=C(C=C(C=C1)NC(CC1=CC=CC2=C(C=CC=C12)C1=C(C=CC=C1)C)=O)N1CCN(CC1)C (N-[4-Methoxy-3-(4-methylpiperazin-1-yl)phenyl]-5-(2-methylphenyl)naphth-1-ylacetamide). Starting materials: BrC1=C2C=CC=C(C2=CC=C1)CC(=O)NC1=CC(=C(C=C1)OC)N1CCN(CC1)C (5-bromo-N-[4-methoxy-3-(4-methylpiperazin-1-yl)phenyl]naphth-1-ylacetamide), CC1=C(C=CC=C1)B(O)O (2-methylphenylboronic acid), Example 4. Procedure details: The title compound was prepared from 5-bromo-N-[4-methoxy-3-(4-methylpiperazin-1-yl)phenyl]naphth-1-ylacetamide (E20) and 2-methylphenylboronic acid using a similar procedure to Example 4 (48%). The reactants are CC1=CC=C(C=N1)OC[C@@H]1N(CCC1)C (6methyl-3-((1-methyl-2-(R)-pyrrolidinyl)methoxy)pyridine), Cl (HCl). Yields the product Cl.Cl.CC1=CC=C(C=N1)OC[C@@H]1N(CCC1)C (6-methyl-3-((1-methyl-2-(R)-pyrrolidinyl)methoxy)pyridine dihydrochloride). As a reaction SMILES: [CH3:1][C:2]1[N:7]=[CH:6][C:5]([O:8][CH2:9][C@H:10]2[CH2:14][CH2:13][CH2:12][N:11]2[CH3:15])=[CH:4][CH:3]=1.[ClH:16]>>[ClH:16].[ClH:16].[CH3:1][C:2]1[N:7]=[CH:6][C:5]([O:8][CH2:9][C@H:10]2[CH2:14][CH2:13][CH2:12][N:11]2[CH3:15])=[CH:4][CH:3]=1 |f:2.3.4|. Procedure: The compound of step 36b was treated with HCl as described in Example 1b, and the title compound was isolated as a white powder. The MS and 1H NMR spectra were similar to the compound of 18c. Anal. Calc for C12H18N2OΩ2.00 HCl: C, 51.62; H, 7.22; N,10.03; Found C, 51.36; H, 7.53; N, 9.93. [α]D25=+ 6.22° (c=1, MeOH). Starting materials: [H-].[Na+] (sodium hydride), Cl.CN(C)CCCl (dimethylaminoethylchloride hydrochloride), CN1C=2C(C(NC3=C1C=C(C(=C3)C)C)=O)=CSC2 (4,9-dihydro-4,6,7-trimethyl-10H-thieno[3,4-b][1,5]benzodiazepin-10-one). The solvent is CN(C=O)C (dimethylformamide). Run at time 18 hour. Yields the product CN(CCN1C(C=2C(N(C3=C1C=C(C(=C3)C)C)C)=CSC2)=O)C (9-(2-Dimethylaminoethyl)-4,9-dihydro-4,6,7-trimethyl-10H-thieno[3,4-b][1,5]benzodiazepin-10-one). Reaction SMILES: [H-].[Na+].Cl.[CH3:4][N:5]([CH2:7][CH2:8]Cl)[CH3:6].[CH3:10][N:11]1[C:17]2[CH:18]=[C:19]([CH3:23])[C:20]([CH3:22])=[CH:21][C:16]=2[NH:15][C:14](=[O:24])[C:13]2=[CH:25][S:26][CH:27]=[C:12]12>CN(C)C=O>[CH3:4][N:5]([CH3:6])[CH2:7][CH2:8][N:15]1[C:16]2[CH:21]=[C:20]([CH3:22])[C:19]([CH3:23])=[CH:18][C:17]=2[N:11]([CH3:10])[C:12]2=[CH:27][S:26][CH:25]=[C:13]2[C:14]1=[O:24] |f:0.1,2.3|. Procedure details: A mixture of 0.36 g. of 55% sodium hydride-mineral oil dispersion and 0.58 g. of dimethylaminoethylchloride hydrochloride in 25 ml. of dry dimethylformamide is stirred at room temperature for 0.5 hours. To the mixture is added 0.52 g. of 4,9-dihydro-4,6,7-trimethyl-10H-thieno[3,4-b][1,5]benzodiazepin-10-one and stirring is continued for 18 hours. The reaction mixture is cooled, quenched with water, and extracted with chloroform. The dried chloroform extracts are concentrated to an oil, which is ... The reactants are [BH4-], CC(=O)O, CN1CCN(C2=Cc3cc(F)ccc3Oc3ccccc32)CC1, [Na+]. Yields the product CN1CCN(C2Cc3cc(F)ccc3Oc3ccccc32)CC1. RXN SMILES: [BH4-:1].[CH3:26][C:27](=[O:28])[OH:29].[F:3][c:4]1[cH:5][c:6]2[c:7]([cH:24][cH:25]1)[O:8][c:9]1[c:10]([cH:20][cH:21][cH:22][cH:23]1)[C:11]([N:13]1[CH2:14][CH2:15][N:16]([CH3:19])[CH2:17][CH2:18]1)=[CH:12]2.[Na+:2]>>[F:3][c:4]1[cH:5][c:6]2[c:7]([cH:24][cH:25]1)[O:8][c:9]1[c:10]([cH:20][cH:21][cH:22][cH:23]1)[CH:11]([N:13]1[CH2:14][CH2:15][N:16]([CH3:19])[CH2:17][CH2:18]1)[CH2:12]2. Starting materials: N (ammonia), C(CC)Br (propyl bromide), [Na] (sodium), NaNH2, C(C)(=O)CC(C)=O (acetylacetone). The reagents and catalysts are [Na] (sodium), O.[N+](=O)([O-])[O-].[Fe+2].[N+](=O)([O-])[O-] (iron nitrate hydrate). The solvent is C(C)OCC (ethyl ether), C(C)OCC (ethyl ether). Reaction conditions: time 20 minute. Yields the product CC(CC(CCCC)=O)=O (2,4-octanedion). Isolated yield 77.6%. RXN SMILES: N.[Na].[C:3]([CH2:6][C:7](=[O:9])[CH3:8])(=[O:5])[CH3:4].[CH2:10](Br)[CH2:11][CH3:12]>C(OCC)C.O.[N+]([O-])([O-])=O.[Fe+2].[N+]([O-])([O-])=O.[Na]>[CH3:8][C:7](=[O:9])[CH2:6][C:3](=[O:5])[CH2:4][CH2:10][CH2:11][CH3:12] |f:5.6.7.8,^1:1,28|. Procedure details: Metallic sodium (0.3 g, 13 mmol) was added to a liquid ammonia solution (400 ml). After the mixture was dyed blue, iron nitrate hydrate (0.13 g, 0.3 mmol) was added and then again metallic sodium (12.6 g, 0.55 mol) was added. After completion of the NaNH2 formation, a solution of acetylacetone (30 g, 299 mmol) in ethyl ether (20 ml) was added within 10 minutes at -78° C. After 20 minutes, propyl bromide (28.2 g, 299.6 mmol) was added by instillation within 25 minutes. After further stirring for ... Reactants: C[O-], CC(=O)C1CC1, CN1CCCC1=O, COC(=O)c1ccc(C(F)(F)F)cc1SC, [Na+]. Yields the product CSc1cc(C(F)(F)F)ccc1C(=O)CC(=O)C1CC1. RXN SMILES: [CH3:1][O-:2].[CH3:20][C:21](=[O:22])[CH:23]1[CH2:24][CH2:25]1.[CH3:26][N:27]1[CH2:28][CH2:29][CH2:30][C:31]1=[O:32].[CH3:4][S:5][c:6]1[c:7]([C:8]([O:10][CH3:9])=[O:11])[cH:12][cH:13][c:14]([C:16]([F:17])([F:18])[F:19])[cH:15]1.[Na+:3]>>[CH3:4][S:5][c:6]1[c:7]([C:8](=[O:10])[CH2:20][C:21](=[O:22])[CH:23]2[CH2:24][CH2:25]2)[cH:12][cH:13][c:14]([C:16]([F:17])([F:18])[F:19])[cH:15]1. The reactants are ClC1=C(C=C(C=C1)NC(=O)C1=CC=C(C(OCC)=N)C=C1)C1=NC=CC=C1 (Ethyl 4-(4-chloro-3-(pyridin-2-yl)phenylcarbamoyl)benzimidate), COCCCN (3-methoxypropan-1-amine). The solvent is CO (methanol). Product: ClC1=C(C=C(C=C1)NC(C1=CC=C(C=C1)C(NCCCOC)=N)=O)C1=NC=CC=C1 (N-(4-chloro-3-(pyridin-2-yl)phenyl)-4-(N-(3-methoxypropyl)carbamimidoyl)-benzamide). Reaction SMILES: [Cl:1][C:2]1[CH:7]=[CH:6][C:5]([NH:8][C:9]([C:11]2[CH:21]=[CH:20][C:14]([C:15](=[NH:19])OCC)=[CH:13][CH:12]=2)=[O:10])=[CH:4][C:3]=1[C:22]1[CH:27]=[CH:26][CH:25]=[CH:24][N:23]=1.[CH3:28][O:29][CH2:30][CH2:31][CH2:32][NH2:33]>CO>[Cl:1][C:2]1[CH:7]=[CH:6][C:5]([NH:8][C:9](=[O:10])[C:11]2[CH:12]=[CH:13][C:14]([C:15](=[NH:19])[NH:33][CH2:32][CH2:31][CH2:30][O:29][CH3:28])=[CH:20][CH:21]=2)=[CH:4][C:3]=1[C:22]1[CH:27]=[CH:26][CH:25]=[CH:24][N:23]=1. Procedure: Ethyl 4-(4-chloro-3-(pyridin-2-yl)phenylcarbamoyl)benzimidate (2.0 ml of a 0.075 M methanol solution, 0.15 mmol) was treated with 3-methoxypropan-1-amine (23 μl, 0.23 mmol) via procedure W to afford 68 mg of N-(4-chloro-3-(pyridin-2-yl)phenyl)-4-(N-(3-methoxypropyl)carbamimidoyl)-benzamide.